Dataset: the Open Reaction Database (ORD), a public repository of structured organic reaction records. Task: describe an organic reaction: reactants, conditions, products, and yield Reactants: C(C1=CC=CC=C1)OC(N(C)[C@@H]1CC[C@H](CC1)C=O)=O (trans-(4-Formyl-cyclohexyl)-methyl-carbamic acid benzyl ester), [Br-].BrCCCC[P+](C1=CC=CC=C1)(C1=CC=CC=C1)C1=CC=CC=C1 ((4-bromobutyl)triphenylphosphonium bromide), C(=O)([O-])[O-].[K+].[K+] (K2CO3). Run in CC(C)(CC)O (2-methyl-2-butanol). Yields the product C(C1=CC=CC=C1)OC(N(C)C1CCC(CC1)C=CCCCBr)=O ([4-(5-Bromo-pent-1-enyl)-cyclohexyl]-methyl-carbamic acid benzyl ester). As a reaction SMILES: [CH2:1]([O:8][C:9](=[O:20])[N:10]([C@H:12]1[CH2:17][CH2:16][C@H:15]([CH:18]=O)[CH2:14][CH2:13]1)[CH3:11])[C:2]1[CH:7]=[CH:6][CH:5]=[CH:4][CH:3]=1.[Br-].[Br:22][CH2:23][CH2:24][CH2:25][CH2:26][P+](C1C=CC=CC=1)(C1C=CC=CC=1)C1C=CC=CC=1.C([O-])([O-])=O.[K+].[K+]>CC(O)(CC)C>[CH2:1]([O:8][C:9](=[O:20])[N:10]([CH:12]1[CH2:17][CH2:16][CH:15]([CH:18]=[CH:26][CH2:25][CH2:24][CH2:23][Br:22])[CH2:14][CH2:13]1)[CH3:11])[C:2]1[CH:7]=[CH:6][CH:5]=[CH:4][CH:3]=1 |f:1.2,3.4.5|. Reported procedure: A solution of 126.5 g (459.4 mmol) of trans-(4-Formyl-cyclohexyl)-methyl-carbamic acid benzyl ester in 1.27 l 2-methyl-2-butanol was treated with 263.6 g (551.3 mmol) (4-bromobutyl)triphenylphosphonium bromide and 254 g (1838 mmol) of K2CO3 and was heated at reflux for 3.5 h. The reaction was cooled (RT), filtered and evaporated. The residue was suspended in hexane (1.8 l, first at RT then at 0° C.) and filtered. Purification by column chromatography on silica gel (hexane/EtOAc 4:1) gave 149.9 g... The reactants are CC1(C(N(C(C1)C1=CC=CC=C1)C(CNC(=O)NC1=CC(=CC=C1)C(=O)OCC)=O)(C(=O)[O-])C(=O)N1CCCCC1)C (3,3-dimethylpiperidinocarbonyl-1-{2-[3-(3-(ethoxycarbonyl)phenyl]ureido]acetyl}-5-phenylpyrrolidine-2-carboxylate), CC1(CN(CCC1)C(=O)C1CC(NC1C1=CC=CC=C1)C(=O)[O-])C (4-(3,3-dimethylpiperidinocarbonyl)-5-phenylpyrrolidine-2-carboxylate), N(=C=O)C=1C=C(C(=O)OCC)C=CC1 (ethyl 3-isocyanatobenzoate). Run in O1CCCC1 (tetrahydrofuran). Yields the product CC1(CN(CCC1)C(=O)C1CC(N(C1C1=CC=CC=C1)C(CNC(=O)NC1=CC(=CC=C1)C(=O)OCC)=O)C(=O)OC(C)(C)C)C (tert-butyl (2RS,4SR,5SR)-4-(3,3-dimethylpiperidinocarbonyl)-1-{2-[3-(3-(ethoxycarbonyl)phenyl]ureido]acetyl}-5-phenylpyrrolidine-2-carboxylate). As a reaction SMILES: CC1(C)CC(C2C=CC=CC=2)N([C:13](=[O:30])[CH2:14][NH:15][C:16]([NH:18][C:19]2[CH:24]=[CH:23][CH:22]=[C:21]([C:25]([O:27][CH2:28][CH3:29])=[O:26])[CH:20]=2)=[O:17])C1(C(N1CCCCC1)=O)C([O-])=O.[CH3:43][C:44]1([CH3:66])[CH2:49][CH2:48][CH2:47][N:46]([C:50]([CH:52]2[CH:56]([C:57]3[CH:62]=[CH:61][CH:60]=[CH:59][CH:58]=3)[NH:55][CH:54]([C:63]([O-:65])=[O:64])[CH2:53]2)=[O:51])[CH2:45]1.N(C1[CH:71]=[C:72]([CH:78]=CC=1)[C:73](OCC)=O)=C=O>O1CCCC1>[CH3:43][C:44]1([CH3:66])[CH2:49][CH2:48][CH2:47][N:46]([C:50]([CH:52]2[CH:56]([C:57]3[CH:58]=[CH:59][CH:60]=[CH:61][CH:62]=3)[N:55]([C:13](=[O:30])[CH2:14][NH:15][C:16]([NH:18][C:19]3[CH:24]=[CH:23][CH:22]=[C:21]([C:25]([O:27][CH2:28][CH3:29])=[O:26])[CH:20]=3)=[O:17])[CH:54]([C:63]([O:65][C:72]([CH3:78])([CH3:73])[CH3:71])=[O:64])[CH2:53]2)=[O:51])[CH2:45]1. Reported procedure: B tert-Butyl (2RS,4SR,5SR)-4-(3,3-dimethylpiperidinocarbonyl-1-{2-[3-(3-(ethoxycarbonyl)phenyl]ureido]acetyl}-5-phenylpyrrolidine-2-carboxylate can be prepared as described in Example 17B, but from 2.7 g of tert-butyl (2RS,4SR,5SR)-1-(2-aminoacetyl)-4-(4-(3,3-dimethylpiperidinocarbonyl)-5-phenylpyrrolidine-2-carboxylate and 1.17 g of ethyl 3-isocyanatobenzoate in 120 cm3 of tetrahydrofuran. After treatment, there are obtained 2.3 g of tert-butyl (2RS,4SR,5SR)-4-(3,3-dimethylpiperidinocarbonyl)-1... Starting materials: [OH-].[NH4+] (ammonium hydroxide), C(C)(C)(C)NS(=O)(=O)C=1C=C(C=CC1)S(=O)(=O)Cl (3-tert-butylsulfamoyl-benzenesulfonyl chloride). Run in C(C)(=O)OCC (ethyl acetate). Run at time 8 hour. Product: C(C)(C)(C)NS(=O)(=O)C=1C=C(C=CC1)S(=O)(=O)N (Benzene-1,3-disulfonic acid amide tert-butyl-amide). RXN SMILES: [OH-].[NH4+:2].[C:3]([NH:7][S:8]([C:11]1[CH:12]=[C:13]([S:17](Cl)(=[O:19])=[O:18])[CH:14]=[CH:15][CH:16]=1)(=[O:10])=[O:9])([CH3:6])([CH3:5])[CH3:4]>C(OCC)(=O)C>[C:3]([NH:7][S:8]([C:11]1[CH:12]=[C:13]([S:17]([NH2:2])(=[O:19])=[O:18])[CH:14]=[CH:15][CH:16]=1)(=[O:10])=[O:9])([CH3:6])([CH3:5])[CH3:4] |f:0.1|. Procedure details: 20 ml of concentrated ammonium hydroxide was added to a solution of 1 gram (3.2 mmole) 3-tert-butylsulfamoyl-benzenesulfonyl chloride in ethyl acetate. It was stirred vigorously for 8 hours. The ethyl acetate layer was separated dried over magnesium sulfate in vacuo to give 320 mg of the titled compound as a white solid. m.p. 151-154° C. Reaction conditions: temperature 25 celsius, time 2 hour. Product: O=C(NCc1ccc(F)cc1F)c1ccc(Br)s1. Reaction SMILES: NCc1ccc(F)cc1F.O=C(O)c1ccc(Br)s1.C1CCC(CC1)N=C=NC2CCCCC2.C1CC(=O)N(C1=O)O.CCN(C(C)C)C(C)C.CN(C)C=O>>O=C(NCc1ccc(F)cc1F)c1ccc(Br)s1. Run in CN(C)C=O (DMF), CN(C)C=O (DMF), CN(C)C=O (DMF), CN(C)C=O (DMF), CN(C)C=O (DMF), CN(C)C=O (DMF). The reagents and catalysts are C1CCC(CC1)N=C=NC2CCCCC2 (DCC), CCN(C(C)C)C(C)C (DIPEA), C1CC(=O)N(C1=O)O (N-Hydroxysuccinimide). Starting materials: O=C(O)c1ccc(Br)s1, NCc1ccc(F)cc1F. Yield: 68.1%. Starting materials: Clc1ncc(Br)cn1, C=C(OCC)[Sn](CCCC)(CCCC)CCCC, [F-], [K+], CN(C)C=O, Cl[Pd]Cl, c1ccc(P(c2ccccc2)c2ccccc2)cc1, c1ccc(P(c2ccccc2)c2ccccc2)cc1. The product is C=C(OCC)c1cnc(Cl)nc1. As a reaction SMILES: [Br:1][c:2]1[cH:3][n:4][c:5]([Cl:8])[n:6][cH:7]1.[CH2:9]([Sn:10]([CH2:11][CH2:12][CH2:13][CH3:19])([C:14](=[CH2:15])[O:16][CH2:17][CH3:18])[CH2:20][CH2:21][CH2:22][CH3:23])[CH2:24][CH2:25][CH3:26].[F-:27].[K+:28].[O:29]=[CH:30][N:31]([CH3:32])[CH3:33].[Pd:34]([Cl:35])[Cl:36].[c:37]1([P:38]([c:39]2[cH:40][cH:41][cH:42][cH:43][cH:44]2)[c:45]2[cH:46][cH:47][cH:48][cH:49][cH:50]2)[cH:51][cH:52][cH:53][cH:54][cH:55]1.[c:56]1([P:57]([c:58]2[cH:59][cH:60][cH:61][cH:62][cH:63]2)[c:64]2[cH:65][cH:66][cH:67][cH:68][cH:69]2)[cH:70][cH:71][cH:72][cH:73][cH:74]1>>[c:2]1([C:14](=[CH2:15])[O:16][CH2:17][CH3:18])[cH:3][n:4][c:5]([Cl:8])[n:6][cH:7]1. The reactants are solid, BrC1=CC(=CC=2C(=C3N(C12)CCCNC3=O)C)C#N (7-bromo-11-methyl-1-oxo-2,3,4,5-tetrahydro-[1,4]diazepino[1,2-a]indole-9-carbonitrile), BrC1=CC(=CC=2C(=C3N(C12)CCCNC3=O)C)C#N (7-bromo-11-methyl-1-oxo-2,3,4,5-tetrahydro-[1,4]diazepino[1,2-a]indole-9-carbonitrile), FC=1C=C(C=CC1)B(O)O (3-fluoro-phenylboronic acid). Product: FC=1C=C(C=CC1)C1=CC(=CC=2C(=C3N(C12)CCCNC3=O)C)C#N (7-(3-Fluorophenyl)-11-methyl-1-oxo-2,3,4,5-tetrahydro-[1,4]diazepino[1,2-a]indole-9-carbonitrile). As a reaction SMILES: Br[C:2]1[C:10]2[N:9]3[CH2:11][CH2:12][CH2:13][NH:14][C:15](=[O:16])[C:8]3=[C:7]([CH3:17])[C:6]=2[CH:5]=[C:4]([C:18]#[N:19])[CH:3]=1.[F:20][C:21]1[CH:22]=[C:23](B(O)O)[CH:24]=[CH:25][CH:26]=1>>[F:20][C:21]1[CH:26]=[C:25]([C:2]2[C:10]3[N:9]4[CH2:11][CH2:12][CH2:13][NH:14][C:15](=[O:16])[C:8]4=[C:7]([CH3:17])[C:6]=3[CH:5]=[C:4]([C:18]#[N:19])[CH:3]=2)[CH:24]=[CH:23][CH:22]=1. Procedure: The title compound, off-white solid (64 mg, 77%), MS (ISP) m/z=334.6 [(M+H)+], mp 261° C., was prepared in accordance with the general method of example 1 from 7-bromo-11-methyl-1-oxo-2,3,4,5-tetrahydro-[1,4]diazepino[1,2-a]indole-9-carbonitrile (intermediate 17) (79.5 mg, 0.25 mmol) and commercially available 3-fluoro-phenylboronic acid (45.5 mg, 0.325 mmol). Reactants: C(C)(C)(C)OC(CCNC(=O)OC(C)(C)C)=O (N-t-Butyloxycarbonyl-β-alanine t-butyl ester), C(C)(C)I (isopropyl iodide). Yields the product C(C)(C)(C)OC(C(CNC(=O)OC(C)(C)C)C(C)C)=O (N-t-butyloxycarbonyl-α-isopropyl-β-alanine t-butyl ester). Yield: 42.0%. Reaction SMILES: [C:1]([O:5][C:6](=[O:17])[CH2:7][CH2:8][NH:9][C:10]([O:12][C:13]([CH3:16])([CH3:15])[CH3:14])=[O:11])([CH3:4])([CH3:3])[CH3:2].[CH:18](I)([CH3:20])[CH3:19]>>[C:1]([O:5][C:6](=[O:17])[CH:7]([CH:18]([CH3:20])[CH3:19])[CH2:8][NH:9][C:10]([O:12][C:13]([CH3:16])([CH3:15])[CH3:14])=[O:11])([CH3:4])([CH3:3])[CH3:2]. Procedure: N-t-Butyloxycarbonyl-β-alanine t-butyl ester (2.0 g) was isopropylated by the same procedure as in Comparative Example 4-(1) using isopropyl iodide (1.8 ml) to yield an oil of N-t-butyloxycarbonyl-α-isopropyl-β-alanine t-butyl ester (990 mg, 42%). Reactants: C1(=CC=CC=C1)OC(NC=1C(=NC(=C(C1)CC)C)OC)=O (Phenyl-N-(5-ethyl-2-methoxy-6-methylpyridin-3-yl)carbamate), COC1=CC=C(C=C1)N1CCNCC1 (1-(4-methoxyphenyl)piperazine). Product: C(C)C=1C=C(C(=NC1C)OC)NC(=O)N1CCN(CC1)C1=CC=C(C=C1)OC (1-[(5-ethyl-2-methoxy-6-methylpyridin-3-yl)aminocarbonyl]-4-(4-methoxyphenyl)piperazine). Isolated yield 78.0%. RXN SMILES: C1(O[C:8](=[O:21])[NH:9][C:10]2[C:11]([O:19][CH3:20])=[N:12][C:13]([CH3:18])=[C:14]([CH2:16][CH3:17])[CH:15]=2)C=CC=CC=1.[CH3:22][O:23][C:24]1[CH:29]=[CH:28][C:27]([N:30]2[CH2:35][CH2:34][NH:33][CH2:32][CH2:31]2)=[CH:26][CH:25]=1>>[CH2:16]([C:14]1[CH:15]=[C:10]([NH:9][C:8]([N:33]2[CH2:32][CH2:31][N:30]([C:27]3[CH:26]=[CH:25][C:24]([O:23][CH3:22])=[CH:29][CH:28]=3)[CH2:35][CH2:34]2)=[O:21])[C:11]([O:19][CH3:20])=[N:12][C:13]=1[CH3:18])[CH3:17]. Reported procedure: Phenyl-N-(5-ethyl-2-methoxy-6-methylpyridin-3-yl)carbamate and 1-(4-methoxyphenyl)piperazine were reacted by the same way with the example 1 to obtain the titled compound. Starting materials: ClC=1C=C(CC(C#N)C#N)C=CC1Cl ((3,4-dichlorobenzyl)malononitrile), compound ( 21 ), [H-].[Na+] (sodium hydride), BrCCC(F)(F)F (1-bromo-3,3,3-trifluoropropane). Solvent: CN(C=O)C (N,N-dimethylformamide). Product: ClC=1C=C(CC(C#N)(C#N)CCC(F)(F)F)C=CC1Cl (2-(3,4-dichlorobenzyl)-2-(3,3,3-trifluoropropyl)malononitrile). Isolated yield 14.7%. Reaction SMILES: [Cl:1][C:2]1[CH:3]=[C:4]([CH:11]=[CH:12][C:13]=1[Cl:14])[CH2:5][CH:6]([C:9]#[N:10])[C:7]#[N:8].[H-].[Na+].Br[CH2:18][CH2:19][C:20]([F:23])([F:22])[F:21]>CN(C)C=O>[Cl:1][C:2]1[CH:3]=[C:4]([CH:11]=[CH:12][C:13]=1[Cl:14])[CH2:5][C:6]([CH2:18][CH2:19][C:20]([F:23])([F:22])[F:21])([C:7]#[N:8])[C:9]#[N:10] |f:1.2|. Reported procedure: Using 2.00 g of (3,4-dichlorobenzyl)malononitrile, 20 ml of N,N-dimethylformamide, 0.36 g of sodium hydride (60% in oil), and 2.37 g of 1-bromo-3,3,3-trifluoropropane, and according to the process described in the Production Example 1, there was obtained 0.42 g of 2-(3,4-dichlorobenzyl)-2-(3,3,3-trifluoropropyl)malononitrile (the present compound (21)). The reactants are C(C)(=O)OC(C)=O (acetic anhydride), NC1=C(C(=NN1)NCC1=CC=C(C=C1)N)C#N (5-amino-3-(4-amino-benzylamino)-4-cyano-pyrazole). Solvent: C1CCOC1 (THF), C1CCOC1 (THF). Yields the product C(C)(=O)NC1=CC=C(CNC2=NNC(=C2C#N)N)C=C1 (3-(4-Acetylamino-benzylamino)-5-amino-4-cyano-pyrazole). As a reaction SMILES: C(O[C:5](=[O:7])[CH3:6])(=O)C.[NH2:8][C:9]1[NH:13][N:12]=[C:11]([NH:14][CH2:15][C:16]2[CH:21]=[CH:20][C:19]([NH2:22])=[CH:18][CH:17]=2)[C:10]=1[C:23]#[N:24]>C1COCC1>[C:5]([NH:22][C:19]1[CH:18]=[CH:17][C:16]([CH2:15][NH:14][C:11]2[C:10]([C:23]#[N:24])=[C:9]([NH2:8])[NH:13][N:12]=2)=[CH:21][CH:20]=1)(=[O:7])[CH3:6]. Reported procedure: With stirring, a solution of 1.087 ml (11.5 mmol) of acetic anhydride in 20 ml of THF is added dropwise over a period of 15 minutes, to a suspension, cooled to 0° C., of 2.5 g (10.95 mmol) of 5-amino-3-(4-amino-benzylamino)-4-cyano-pyrazole in 50 ml of THF. The reaction mixture is stirred for a further 2 hours at RT, there initially being formed a solution from which crystalline product gradually precipitates. The reaction mixture is filtered and the filter residue is washed with THF and diethyl...